This data is from the Open Reaction Database (ORD), a public repository of structured organic reaction records. The task is: describe an organic reaction: reactants, conditions, products, and yield The reactants are butyl N,O-dimethylcarbamate, ClC(=O)OCCCC (butyl chloroformate), [OH-].[Na+] (sodium hydroxide), S(=O)(=O)([O-])[O-] (sulfate), NO (hydroxylamine). Yields the product ONC(OCCCC)=O (butyl hydroxycarbamate). RXN SMILES: S([O-])([O-])(=O)=O.[NH2:6][OH:7].Cl[C:9]([O:11][CH2:12][CH2:13][CH2:14][CH3:15])=[O:10].[OH-].[Na+]>>[OH:7][NH:6][C:9](=[O:10])[O:11][CH2:12][CH2:13][CH2:14][CH3:15] |f:3.4|. Reported procedure: With respect to butyl N,O-dimethylcarbamate, a process disclosed in the specification of West German Patent Application Laid-open No. 3,245,503 is known. This process comprises reacting sulfate of hydroxylamine as a starting material with butyl chloroformate in the presence of sodium hydroxide, extracting the reaction product with dichloromethane, drying the extract, distilling the solvent away from the dried extract to obtain butyl hydroxycarbamate and dimethylating this product using dimethyl ... Starting materials: BrCc1ccccc1, O=C([O-])[O-], CC(C)(C)OC(=O)N1CC(=O)CC1C(=O)O, CN(C)C=O, [K+], [K+]. The product is CC(C)(C)OC(=O)N1CC(=O)CC1C(=O)OCc1ccccc1. RXN SMILES: [Br:23][CH2:24][c:25]1[cH:26][cH:27][cH:28][cH:29][cH:30]1.[C:17](=[O:18])([O-:19])[O-:20].[C:1]([CH3:2])([CH3:3])([CH3:4])[O:5][C:6](=[O:7])[N:8]1[CH:9]([C:14](=[O:15])[OH:16])[CH2:10][C:11](=[O:13])[CH2:12]1.[CH3:31][N:32]([CH3:33])[CH:34]=[O:35].[K+:21].[K+:22]>>[C:1]([CH3:2])([CH3:3])([CH3:4])[O:5][C:6](=[O:7])[N:8]1[CH:9]([C:14](=[O:15])[O:16][CH2:24][c:25]2[cH:26][cH:27][cH:28][cH:29][cH:30]2)[CH2:10][C:11](=[O:13])[CH2:12]1.